From a dataset of the Open Reaction Database (ORD), a public repository of structured organic reaction records. describe an organic reaction: reactants, conditions, products, and yield Reactants: C1(CCCC1)=O (Cyclopentanone), Cl.C(C)OC(CN)=O (glycine ethyl ester hydrochloride), C(#N)[BH3-].[Na+] (sodium cyanoborohydride). Run in CO (methanol). Yields the product Cl.C(C)OC(CNC1CCCC1)=O (N-cyclopentylglycine ethyl ester hydrochloride). Isolated yield 51.4%. As a reaction SMILES: [C:1]1(=O)[CH2:5][CH2:4][CH2:3][CH2:2]1.[ClH:7].[CH2:8]([O:10][C:11](=[O:14])[CH2:12][NH2:13])[CH3:9].C([BH3-])#N.[Na+]>CO>[ClH:7].[CH2:8]([O:10][C:11](=[O:14])[CH2:12][NH:13][CH:1]1[CH2:5][CH2:4][CH2:3][CH2:2]1)[CH3:9] |f:1.2,3.4,6.7|. Procedure: Cyclopentanone (10 g) and glycine ethyl ester hydrochloride (21.6 g) are dissolved in 200 ml of methanol, and 7.48 g of sodium cyanoborohydride is added in small portions with stirring at room temperature. The mixture is further stirred at room temperature for 3 hours and the reaction mixture is concentrated under reduced pressure. To the residue is added 500 ml of water and the mixture is adjusted to pH 10 with diluted sodium hydroxide solution and extracted with 300 ml of ethyl acetate. The ex... Starting materials: C(C)(=O)OCCOC1=NN(C(=C1C1=CC=C(C=C1)C)N)C (2-{[5-amino-1-methyl-4-(4-methylphenyl)-1H-pyrazol-3-yl]oxy}ethyl acetate), N1=C(C=CC=C1)S(=O)(=O)Cl (pyridine-2-sulphonyl chloride). Solvent: N1=CC=CC=C1 (pyridine). Reaction conditions: time 72 hour. Product: C(C)(=O)OCCOC1=NN(C(=C1C1=CC=C(C=C1)C)NS(=O)(=O)C1=NC=CC=C1)C (N-[3-(2-acetoxyethoxy)-1-methyl-4-(4-methylphenyl)-1H-pyrazol-5-yl]-pyridine-2-sulfonamide). RXN SMILES: [C:1]([O:4][CH2:5][CH2:6][O:7][C:8]1[C:12]([C:13]2[CH:18]=[CH:17][C:16]([CH3:19])=[CH:15][CH:14]=2)=[C:11]([NH2:20])[N:10]([CH3:21])[N:9]=1)(=[O:3])[CH3:2].[N:22]1[CH:27]=[CH:26][CH:25]=[CH:24][C:23]=1[S:28](Cl)(=[O:30])=[O:29]>N1C=CC=CC=1>[C:1]([O:4][CH2:5][CH2:6][O:7][C:8]1[C:12]([C:13]2[CH:14]=[CH:15][C:16]([CH3:19])=[CH:17][CH:18]=2)=[C:11]([NH:20][S:28]([C:23]2[CH:24]=[CH:25][CH:26]=[CH:27][N:22]=2)(=[O:30])=[O:29])[N:10]([CH3:21])[N:9]=1)(=[O:3])[CH3:2]. Reported procedure: To 2-{[5-amino-1-methyl-4-(4-methylphenyl)-1H-pyrazol-3-yl]oxy}ethyl acetate (Preparation 5) (750 mg) in dry pyridine (5 ml) at room temperature was added pyridine-2-sulphonyl chloride (748 mg), the mixture was stirred for 72 hours. The reaction was concentrated under reduced pressure and the residue re-evaporated from toluene. The residue was then partitioned between ethyl acetate (20 ml) and water (20 ml), dried over magnesium sulfate, filtered and concentrated under reduced pressure to yield ... Starting materials: CSCc1cccc2cc[nH]c12, CC(O)(c1ccc(F)cc1)C1CC1, ClCCl, O=C(O)C(F)(F)F. Yields the product CSCc1cccc2c(C(C)(c3ccc(F)cc3)C3CC3)c[nH]c12. RXN SMILES: [CH3:21][S:22][CH2:23][c:24]1[cH:25][cH:26][cH:27][c:28]2[cH:29][cH:30][nH:31][c:32]12.[CH:1]1([C:4]([CH3:5])([OH:6])[c:7]2[cH:8][cH:9][c:10]([F:13])[cH:11][cH:12]2)[CH2:2][CH2:3]1.[Cl:33][CH2:34][Cl:35].[OH:14][C:15]([C:16]([F:17])([F:18])[F:19])=[O:20]>>[CH:1]1([C:4]([CH3:5])([c:7]2[cH:8][cH:9][c:10]([F:13])[cH:11][cH:12]2)[c:29]2[c:28]3[cH:27][cH:26][cH:25][c:24]([CH2:23][S:22][CH3:21])[c:32]3[nH:31][cH:30]2)[CH2:2][CH2:3]1. Starting materials: CC(NC(=O)OCc1ccccc1)c1cn2ncccc2n1, CC#N, O=C1CCC(=O)N1I, O. The product is CC(NC(=O)OCc1ccccc1)c1nc2cccnn2c1I. As a reaction SMILES: [CH2:1]([c:2]1[cH:3][cH:4][cH:5][cH:6][cH:7]1)[O:8][C:9]([NH:10][CH:11]([CH3:12])[c:13]1[n:14][c:15]2[n:16]([n:17][cH:18][cH:19][cH:20]2)[cH:21]1)=[O:22].[CH3:31][C:32]#[N:33].[I:23][N:24]1[C:25](=[O:26])[CH2:27][CH2:28][C:29]1=[O:30].[OH2:34]>>[CH2:1]([c:2]1[cH:3][cH:4][cH:5][cH:6][cH:7]1)[O:8][C:9]([NH:10][CH:11]([CH3:12])[c:13]1[n:14][c:15]2[n:16]([n:17][cH:18][cH:19][cH:20]2)[c:21]1[I:23])=[O:22]. The reactants are ONN=CN1CCC(CC1)CNC([C@H]1N(CCC1)C([C@H](NS(=O)(=O)C)CC1=CC=CC=C1)=O)=O (N-[[1-[(Hydroxyamino)iminomethyl]-4-piperidinyl]-methyl]-1-[N-(methylsulfonyl)-D-phenylalanyl]-L-prolineamide), aminonitrile, CO[NH3+].[Cl-] (methoxyamine.HCl). Solvent: CCOCC (ether), CN1C(CCC1)=O (1-methyl-2-pyrrolidinone). Reaction conditions: temperature 130 celsius, time 2 hour. Yields the product CONN=CN1CCC(CC1)CNC([C@H]1N(CCC1)C([C@H](NS(=O)(=O)C)CC1=CC=CC=C1)=O)=O (N-[[1-[(Methoxyamino)iminomethyl]-4-piperidinyl]-methyl]-1-[N-[(methyl)sulfonyl]-D-phenylalanyl]-L-prolinamide). The yield is 51.0%. RXN SMILES: [OH:1][NH:2][N:3]=[CH:4][N:5]1[CH2:10][CH2:9][CH:8]([CH2:11][NH:12][C:13](=[O:34])[C@@H:14]2[CH2:18][CH2:17][CH2:16][N:15]2[C:19](=[O:33])[C@@H:20]([CH2:26][C:27]2[CH:32]=[CH:31][CH:30]=[CH:29][CH:28]=2)[NH:21][S:22]([CH3:25])(=[O:24])=[O:23])[CH2:7][CH2:6]1.[CH3:35]O[NH3+].[Cl-]>CN1CCCC1=O.CCOCC>[CH3:35][O:1][NH:2][N:3]=[CH:4][N:5]1[CH2:6][CH2:7][CH:8]([CH2:11][NH:12][C:13](=[O:34])[C@@H:14]2[CH2:18][CH2:17][CH2:16][N:15]2[C:19](=[O:33])[C@@H:20]([CH2:26][C:27]2[CH:28]=[CH:29][CH:30]=[CH:31][CH:32]=2)[NH:21][S:22]([CH3:25])(=[O:24])=[O:23])[CH2:9][CH2:10]1 |f:1.2|. Reported procedure: To a stirred solution of Example 3 Part D aminonitrile (0.34 g, 0.74 mmol) in 3.0 mL of 1-methyl-2-pyrrolidinone was added methoxyamine.HCl (0.18 g, 216 mmol). This reaction solution was immersed into a 85° C. oil bath. The bath temperature was slowly raised up no 130° C. in 80 min. The reaction solution was stirred at 130° C. for 2 h and cooled to room temperature. The solution was diluted with 30 mL of ether and the solution was decanted. The remaining oily residue was purified by preparative ...